From a dataset of the Open Reaction Database (ORD), a public repository of structured organic reaction records. describe an organic reaction: reactants, conditions, products, and yield Starting materials: C(C)OC(=O)C1(CC1)C1=CC=C(C=C1)C1=CC=C(C=C1)C1=C(C(=NO1)C)N (1-[4′-(4-amino-3-methyl-isoxazol-5-yl)-biphenyl-4-yl]-cyclopropanecarboxylic acid ethyl ester), O(C1=CC=CC=C1)C(C(=O)Cl)C (2-phenoxypropionyl chloride). Product: C(C)OC(=O)C1(CC1)C1=CC=C(C=C1)C1=CC=C(C=C1)C1=C(C(=NO1)C)NC(C(C)OC1=CC=CC=C1)=O (1-{4′-[3-Methyl-4-(2-phenoxy-propionylamino)-isoxazol-5-yl]-biphenyl-4-yl}-cyclopropanecarboxylic acid ethyl ester). As a reaction SMILES: [CH2:1]([O:3][C:4]([C:6]1([C:9]2[CH:14]=[CH:13][C:12]([C:15]3[CH:20]=[CH:19][C:18]([C:21]4[O:25][N:24]=[C:23]([CH3:26])[C:22]=4[NH2:27])=[CH:17][CH:16]=3)=[CH:11][CH:10]=2)[CH2:8][CH2:7]1)=[O:5])[CH3:2].[O:28]([CH:35]([CH3:39])[C:36](Cl)=[O:37])[C:29]1[CH:34]=[CH:33][CH:32]=[CH:31][CH:30]=1>>[CH2:1]([O:3][C:4]([C:6]1([C:9]2[CH:10]=[CH:11][C:12]([C:15]3[CH:20]=[CH:19][C:18]([C:21]4[O:25][N:24]=[C:23]([CH3:26])[C:22]=4[NH:27][C:36](=[O:37])[CH:35]([O:28][C:29]4[CH:30]=[CH:31][CH:32]=[CH:33][CH:34]=4)[CH3:39])=[CH:17][CH:16]=3)=[CH:13][CH:14]=2)[CH2:8][CH2:7]1)=[O:5])[CH3:2]. Procedure: Prepared according to the procedure described in Example 3, Step 7, using 1-[4′-(4-amino-3-methyl-isoxazol-5-yl)-biphenyl-4-yl]-cyclopropanecarboxylic acid ethyl ester and 2-phenoxypropionyl chloride. Starting materials: C=CCCO, Clc1nsnc1-c1cccnc1, [H-], [Na+], C1CCOC1, O. Product: C=CCCOc1nsnc1-c1cccnc1. Reaction SMILES: [CH2:1]([CH2:2][CH:3]=[CH2:4])[OH:5].[Cl:8][c:9]1[n:10][s:11][n:12][c:13]1-[c:14]1[cH:15][n:16][cH:17][cH:18][cH:19]1.[H-:6].[Na+:7].[O:21]1[CH2:22][CH2:23][CH2:24][CH2:25]1.[OH2:20]>>[CH2:1]([CH2:2][CH:3]=[CH2:4])[O:5][c:9]1[n:10][s:11][n:12][c:13]1-[c:14]1[cH:15][n:16][cH:17][cH:18][cH:19]1. Starting materials: FC(COC=1C=CC(=C(C1)O)S)(F)F (5-(2,2,2-trifluoroethoxy)-2-mercaptophenol), CC(C)([O-])C.[K+] (potassium tert-butoxide), FC1=C(C=C(C=C1)F)[N+](=O)[O-] (1,4-difluoro-2-nitrobenzene). Yields the product FC=1C=CC=2SC3=CC=C(C=C3OC2C1)OCC(F)(F)F (3-fluoro-7-(2,2,2-trifluoroethoxy)phenoxathiin). RXN SMILES: [F:1][C:2]([F:14])([F:13])[CH2:3][O:4][C:5]1[CH:6]=[CH:7][C:8]([SH:12])=[C:9]([OH:11])[CH:10]=1.CC(C)([O-])C.[K+].[F:21][C:22]1[CH:27]=[CH:26][C:25](F)=[CH:24][C:23]=1[N+]([O-])=O>>[F:21][C:22]1[CH:23]=[CH:24][C:25]2[S:12][C:8]3[C:9]([O:11][C:26]=2[CH:27]=1)=[CH:10][C:5]([O:4][CH2:3][C:2]([F:1])([F:13])[F:14])=[CH:6][CH:7]=3 |f:1.2|. Procedure: 3-Fluoro-7-(2,2,2-trifluoroethoxy)phenoxathiin can be prepared according to the teachings provided herein and the knowledge in the art. Briefly, treating 5-(2,2,2-trifluoroethoxy)-2-mercaptophenol with base followed by addition of 1,4-difluoro-2-nitrobenzene can afford 3-fluoro-7-(2,2,2-trifluoroethoxy)phenoxathiin. For example, 5-(2,2,2-trifluoroethoxy)-2-mercaptophenol can be combined with potassium tert-butoxide followed by combination with 1,4-difluoro-2-nitrobenzene which upon heating can a...